From a dataset of the Open Reaction Database (ORD), a public repository of structured organic reaction records. describe an organic reaction: reactants, conditions, products, and yield As a reaction SMILES: [NH:1]([NH2:2])[c:3]1[c:4]([CH3:10])[n:5][cH:6][c:7]([CH3:9])[n:8]1.[OH2:11]>>[NH2:1][c:3]1[c:4]([CH3:10])[n:5][cH:6][c:7]([CH3:9])[n:8]1. Yields the product Cc1cnc(C)c(N)n1. The reactants are Cc1cnc(C)c(NN)n1, O. The reactants are OCCN1CCOCC1 (4-(2-hydroxyethyl)morpholine), [H-].[Na+] (Sodium hydride), powder, CC(=O)C1=CC=C(C=C1)F (4-fluoroacetophenone), O (water). Solvent: CN(C=O)C (dimethylformamide), C(C)(=O)OCC (ethyl acetate). Conditions: temperature 0 celsius. The product is N1(CCOCC1)CCOC1=CC=C(C=C1)C(C)=O (1-[4-(2-morpholin-4-yl ethoxy)phenyl]ethanone). Reaction SMILES: [H-].[Na+].[OH:3][CH2:4][CH2:5][N:6]1[CH2:11][CH2:10][O:9][CH2:8][CH2:7]1.[CH3:12][C:13]([C:15]1[CH:20]=[CH:19][C:18](F)=[CH:17][CH:16]=1)=[O:14].O>CN(C)C=O.C(OCC)(=O)C>[N:6]1([CH2:5][CH2:4][O:3][C:18]2[CH:19]=[CH:20][C:15]([C:13](=[O:14])[CH3:12])=[CH:16][CH:17]=2)[CH2:11][CH2:10][O:9][CH2:8][CH2:7]1 |f:0.1|. Reported procedure: Sodium hydride (3.18 g; 0.0795 mol of a powder dispersed at 60%) is added at 23° C. to a solution containing 4-(2-hydroxyethyl)morpholine (9.40 g, 0.072 mol) in dimethylformamide (60 ml). Stirring is maintained for 30 minutes then the compound 4-fluoroacetophenone (5 g, 0.0362 mol) is added. The reaction medium is stirred for one hour at 23° C. then cooled down to 0° C. and water is added. After the addition of ethyl acetate then extraction, the organic phase is washed with a saturated sodium ch... Reactants: C1CCOC1, CCC#CC(CC(=O)OC)c1ccc(OCc2ccc(C(C)(C)C)c(-c3cc(OC)ccc3F)c2)cc1, CCO, [Na+], [OH-]. Yields the product CCC#CC(CC(=O)O)c1ccc(OCc2ccc(C(C)(C)C)c(-c3cc(OC)ccc3F)c2)cc1. As a reaction SMILES: [CH2:38]1[O:39][CH2:40][CH2:41][CH2:42]1.[CH3:1][C:2]([CH3:3])([CH3:4])[c:5]1[cH:6][cH:7][c:8]([CH2:20][O:21][c:22]2[cH:23][cH:24][c:25]([CH:28]([CH2:29][C:30](=[O:31])[O:32][CH3:33])[C:34]#[C:35][CH2:36][CH3:37])[cH:26][cH:27]2)[cH:9][c:10]1-[c:11]1[c:12]([F:19])[cH:13][cH:14][c:15]([O:17][CH3:18])[cH:16]1.[CH3:43][CH2:44][OH:45].[Na+:47].[OH-:46]>>[CH3:1][C:2]([CH3:3])([CH3:4])[c:5]1[cH:6][cH:7][c:8]([CH2:20][O:21][c:22]2[cH:23][cH:24][c:25]([CH:28]([CH2:29][C:30](=[O:31])[OH:32])[C:34]#[C:35][CH2:36][CH3:37])[cH:26][cH:27]2)[cH:9][c:10]1-[c:11]1[c:12]([F:19])[cH:13][cH:14][c:15]([O:17][CH3:18])[cH:16]1. The reactants are C(CCl)Cl (EDC), C(C=C)(=O)O (acrylic acid), CN1C=C(C2=CC=CC=C12)CNC (1-methyl-3-(methylaminomethyl)-1H-indole), C=1C=CC2=C(C1)N=NN2O (HOBt), O (H2O), C(C)(C)N(CC)C(C)C (diisopropylethylamine). Run in CN(C)C=O (DMF). Run at time 8 hour. Yields the product NC1=CC=C(C=N1)/C=C/C(=O)N(CC1=CN(C2=CC=CC=C12)C)C ((E)-3-(6-aminopyridin-3-yl)-N-methyl-N-(1-methyl-1H-indol-3-ylmethyl)acrylamide). The yield is 55.0%. As a reaction SMILES: C(Cl)CCl.[C:5]([OH:9])(=O)[CH:6]=[CH2:7].[CH3:10][N:11]1[C:19]2[C:14](=[CH:15][CH:16]=[CH:17][CH:18]=2)[C:13]([CH2:20][NH:21][CH3:22])=[CH:12]1.[CH:23]1[CH:24]=[CH:25][C:26]2N(O)N=[N:29][C:27]=2C=1.O.C([N:37](C(C)C)CC)(C)C>CN(C=O)C>[NH2:37][C:27]1[N:29]=[CH:23][C:24](/[CH:7]=[CH:6]/[C:5]([N:21]([CH3:22])[CH2:20][C:13]2[C:14]3[C:19](=[CH:18][CH:17]=[CH:16][CH:15]=3)[N:11]([CH3:10])[CH:12]=2)=[O:9])=[CH:25][CH:26]=1. Procedure details: EDC (035 g, 1.89 mmole) was added to a solution of 3-6-aminopyridin-3-yl)acrylic acid (0.31 g, 1.89 mmole), 1-methyl-3-(methylaminomethyl)-1H-indole (0.30 g, 1.72 mmole), HOBt.H2O (0.24 g, 1.89 mmole) and diisopropylethylamine (0.60 mL, 3.44 mmole) in DMF (20 mL) at RT. The reaction was stirred overnight, then was concentrated in vacuo. The residue was diluted with water and extracted with ethyl acetate. The combined organic extracts were washed with brine and dried over Na2SO4. Flash chromatogr... The reactants are CC(C)(C)O, C1CCOC1, CC1(C)COc2cnc(C=O)cc21, [O-][Cl+][O-], [K+], [Na+], O, O=P([O-])(O)O. The product is CC1(C)COc2cnc(C(=O)O)cc21. As a reaction SMILES: [C:14]([CH3:15])([CH3:16])([CH3:17])[OH:18].[CH2:29]1[O:30][CH2:31][CH2:32][CH2:33]1.[CH3:1][C:2]1([CH3:13])[CH2:3][O:4][c:5]2[cH:6][n:7][c:8]([CH:11]=[O:12])[cH:9][c:10]21.[Cl+:25]([O-:26])[O-:27].[K+:24].[Na+:28].[OH2:34].[P:19]([O-:20])([OH:21])([OH:22])=[O:23]>>[CH3:1][C:2]1([CH3:13])[CH2:3][O:4][c:5]2[cH:6][n:7][c:8]([C:11](=[O:12])[OH:18])[cH:9][c:10]21.